This data is from the Open Reaction Database (ORD), a public repository of structured organic reaction records. The task is: describe an organic reaction: reactants, conditions, products, and yield Reactants: C(#N)C1=CC=C(C=C1)C1NC(N(C(=C1C(=O)OCC)C)C1=CC(=C(C=C1)F)C(F)(F)F)=O (Ethyl 4-(4-cyanophenyl)-1-[4-fluoro-3-(trifluoromethyl)phenyl]-6-methyl-2-oxo-1,2,3,4-tetrahydropyrimidine-5-carboxylate), BrBr (bromine). Run in C(Cl)(Cl)Cl (chloroform). Conditions: time 0.5 hour. The product is C(#N)C1=CC=C(C=C1)C1NC(N(C(=C1C(=O)OCC)CBr)C1=CC(=C(C=C1)F)C(F)(F)F)=O (Ethyl 4-(4-cyanophenyl)-1-[4-fluoro-3-(trifluoromethyl)phenyl]-6-(bromomethyl)-2-oxo-1,2,3,4-tetrahydropyrimidine-5-carboxylate). As a reaction SMILES: [C:1]([C:3]1[CH:8]=[CH:7][C:6]([CH:9]2[C:14]([C:15]([O:17][CH2:18][CH3:19])=[O:16])=[C:13]([CH3:20])[N:12]([C:21]3[CH:26]=[CH:25][C:24]([F:27])=[C:23]([C:28]([F:31])([F:30])[F:29])[CH:22]=3)[C:11](=[O:32])[NH:10]2)=[CH:5][CH:4]=1)#[N:2].[Br:33]Br>C(Cl)(Cl)Cl>[C:1]([C:3]1[CH:4]=[CH:5][C:6]([CH:9]2[C:14]([C:15]([O:17][CH2:18][CH3:19])=[O:16])=[C:13]([CH2:20][Br:33])[N:12]([C:21]3[CH:26]=[CH:25][C:24]([F:27])=[C:23]([C:28]([F:29])([F:31])[F:30])[CH:22]=3)[C:11](=[O:32])[NH:10]2)=[CH:7][CH:8]=1)#[N:2]. Procedure: Ethyl 4-(4-cyanophenyl)-1-[4-fluoro-3-(trifluoromethyl)phenyl]-6-methyl-2-oxo-1,2,3,4-tetrahydropyrimidine-5-carboxylate (447 mg, 1.0 mmol) was dissolved in chloroform (10 ml) and bromine (176 mg, 1.10 mmol) was added at 0° C. The ice bath was removed and the mixture was stirred at room temperature for 0.5 h. The reaction mixture was then diluted with chloroform (20 ml) and washed successively with 10% strength aqueous sodium thiosulphate solution (10 ml) and concentrated aqueous sodium chloride... Starting materials: Cl.BrC1=CC(=C(C=C1)N1CCNCC1)[N+](=O)[O-] (1-(4-bromo-2-nitrophenyl)piperazine hydrochloride), ClCC(=O)N (2-chloroacetamide), C([O-])([O-])=O.[Na+].[Na+] (sodium carbonate). Run in C1(=CC=CC=C1)C.C(C)O (toluene ethanol). Product: BrC1=CC(=C(C=C1)N1CCN(CC1)CC(=O)N)[N+](=O)[O-] (2-(4-(4-bromo-2-nitrophenyl)piperazin-1-yl)acetamide). Yield: 40.3%. Reaction SMILES: Cl.[Br:2][C:3]1[CH:8]=[CH:7][C:6]([N:9]2[CH2:14][CH2:13][NH:12][CH2:11][CH2:10]2)=[C:5]([N+:15]([O-:17])=[O:16])[CH:4]=1.Cl[CH2:19][C:20]([NH2:22])=[O:21].C(=O)([O-])[O-].[Na+].[Na+]>C1(C)C=CC=CC=1.C(O)C>[Br:2][C:3]1[CH:8]=[CH:7][C:6]([N:9]2[CH2:10][CH2:11][N:12]([CH2:19][C:20]([NH2:22])=[O:21])[CH2:13][CH2:14]2)=[C:5]([N+:15]([O-:17])=[O:16])[CH:4]=1 |f:0.1,3.4.5,6.7|. Procedure details: Using the same reaction conditions as described in step-i of example-82A, 1-(4-bromo-2-nitrophenyl)piperazine hydrochloride (1.2 g 3.69 mmol) was alkylated using 2-chloroacetamide (517 mg, 5.53 mmol) and sodium carbonate (930 mg, 11.07 mmol) in toluene/ethanol (15/15 mL) to get 510 mg (40.3% yield) of the titled compound. MS: m/z=343.0 (M+1).